Dataset: the Open Reaction Database (ORD), a public repository of structured organic reaction records. Task: describe an organic reaction: reactants, conditions, products, and yield The reactants are O1C2C13C(C[C@H]1[C@@H]4CCC([C@@]4(C)CC[C@@H]1[C@]3(CCC2=O)C)=O)=C (4,5-epoxy-6-methylenandrostane-3,17-dione), CO (methanol), [OH-].[Na+] (sodium hydroxide). Reaction conditions: time 8 hour. Yields the product COC1=C2C(C[C@H]3[C@@H]4CCC([C@@]4(C)CC[C@@H]3[C@]2(CCC1=O)C)=O)=C (4-methoxy-6-methylenandrost-4-ene-3,17-dione). Yield: 75.0%. Reaction SMILES: [O:1]1[C:3]23[C@:16]([CH3:21])([CH2:17][CH2:18][C:19](=[O:20])[CH:2]12)[C@@H:15]1[C@H:6]([C@H:7]2[C@@:11]([CH2:13][CH2:14]1)([CH3:12])[C:10](=[O:22])[CH2:9][CH2:8]2)[CH2:5][C:4]3=[CH2:23].[OH-].[Na+].[CH3:26]O>>[CH3:26][O:1][C:2]1[C:19](=[O:20])[CH2:18][CH2:17][C@@:16]2([CH3:21])[C:3]=1[C:4](=[CH2:23])[CH2:5][C@@H:6]1[C@@H:15]2[CH2:14][CH2:13][C@@:11]2([CH3:12])[C@H:7]1[CH2:8][CH2:9][C:10]2=[O:22] |f:1.2|. Procedure: To a stirred suspension of 4,5-epoxy-6-methylenandrostane-3,17-dione (0.630 g, 2 mmole) in methanol (63 ml) is added a 4N sodium hydroxide aqueous solution (6.3 ml). The resulting mixture is refluxed for 1 hr, cooled to room temperature, evaporated in vacuo, taken up with water, neutralised with a 37% hydrochloric acid solution and kept at 0°-5° C. overnight. The resulting precipitate is filtered off, washed with water, dried and purified by flash column chromatography on silica gel eluting with... The reactants are CO, O=[N+]([O-])CC(O)c1ccc(F)cc1, [H][H]. The product is NCC(O)c1ccc(F)cc1. As a reaction SMILES: [CH3:16][OH:17].[F:1][c:2]1[cH:3][cH:4][c:5]([CH:8]([CH2:9][N+:10]([O-:11])=[O:12])[OH:13])[cH:6][cH:7]1.[H:14][H:15]>>[F:1][c:2]1[cH:3][cH:4][c:5]([CH:8]([CH2:9][NH2:10])[OH:13])[cH:6][cH:7]1. The reactants are O1CCOCC1.[Cl-] (chloride dioxane), NC(=O)NC=1NC2=CC(=CC=C2C1C(=O)N)C1=CC=C(C=C1)CCNC(=O)OC(C)(C)C (2-aminocarbonylamino-6-[4-(2-tert-butoxycarbonylaminoethyl)phenyl]indole-3-c arboxamide), NC(=O)NC=1NC2=CC(=CC=C2C1C(=O)N)C1=CC=C(C=C1)CCNC(=O)OC(C)(C)C (2-aminocarbonylamino-6-[4-(2-tert-butoxycarbonylaminoethyl)phenyl]indole-3-c arboxamide). Run at time 8 hour. Yields the product Cl.NC(=O)NC=1NC2=CC(=CC=C2C1C(=O)N)C1=CC=C(C=C1)CCN (2-Aminocarbonylamino-6-[4-(2-aminoethyl)phenyl]indole-3-carboxamide hydrochloride). RXN SMILES: O1CCOCC1.[Cl-:7].[NH2:8][C:9]([NH:11][C:12]1[NH:13][C:14]2[C:19]([C:20]=1[C:21]([NH2:23])=[O:22])=[CH:18][CH:17]=[C:16]([C:24]1[CH:29]=[CH:28][C:27]([CH2:30][CH2:31][NH:32]C(OC(C)(C)C)=O)=[CH:26][CH:25]=1)[CH:15]=2)=[O:10]>>[ClH:7].[NH2:8][C:9]([NH:11][C:12]1[NH:13][C:14]2[C:19]([C:20]=1[C:21]([NH2:23])=[O:22])=[CH:18][CH:17]=[C:16]([C:24]1[CH:29]=[CH:28][C:27]([CH2:30][CH2:31][NH2:32])=[CH:26][CH:25]=1)[CH:15]=2)=[O:10] |f:0.1,3.4|. Procedure details: 4 N Hydrogene chloride dioxane solution (15 mL) was added to 2-aminocarbonylamino-6-[4-(2-tert-butoxycarbonylaminoethyl)phenyl]indole-3-c arboxamide (Compound 7-33, 65 mg, 0.15 mmol) under ice-cooling, and the mixture was stirred at room temperature overnight. After the reaction mixture was concentrated under reduced pressure, the precipitated solid was washed with ethyl acetate (3 mL), and dried under reduced pressure to give the title compound (56 mg) quantitatively as a slightly yellow solid. Reactants: CN(CCCN1CCC2=CC(=C(C=C2CC1=O)OC)OC)C[C@H]3CC4=C3C=C(C(=C4)OC)OC.Cl (ivabradine hydrochloride), [OH-].[Na+] (sodium hydroxide). Solvent: O (water). Yields the product CN(CCCN1CCC2=CC(=C(C=C2CC1=O)OC)OC)C[C@H]3CC4=C3C=C(C(=C4)OC)OC (Ivabradine). As a reaction SMILES: [CH3:1][N:2]([CH2:22][C@@H:23]1[C:26]2[CH:27]=[C:28]([O:33][CH3:34])[C:29]([O:31][CH3:32])=[CH:30][C:25]=2[CH2:24]1)[CH2:3][CH2:4][CH2:5][N:6]1[C:16](=[O:17])[CH2:15][C:14]2[C:9](=[CH:10][C:11]([O:20][CH3:21])=[C:12]([O:18][CH3:19])[CH:13]=2)[CH2:8][CH2:7]1.Cl.[OH-].[Na+]>O>[CH3:1][N:2]([CH2:22][C@@H:23]1[C:26]2[CH:27]=[C:28]([O:33][CH3:34])[C:29]([O:31][CH3:32])=[CH:30][C:25]=2[CH2:24]1)[CH2:3][CH2:4][CH2:5][N:6]1[C:16](=[O:17])[CH2:15][C:14]2[C:9](=[CH:10][C:11]([O:20][CH3:21])=[C:12]([O:18][CH3:19])[CH:13]=2)[CH2:8][CH2:7]1 |f:0.1,2.3|. Procedure: α-Crystalline form of ivabradine hydrochloride (6 gm) was taken in water (30 ml) and basified by sodium hydroxide solution (50%). Ivabradine, thus formed, was extracted with ethyl acetate (50 ml) and was dried over anhydrous sodium sulfate. Solvent was distilled off. Residue was taken in ethyl acetate (30 ml) and isopropyl alcohol hydrogen chloride (5 ml) was added slowly and was stirred for 2 hours. Product thus obtained was filtered, washed with ethyl acetate (6 ml) and dried at 55-60° C. to o... The reactants are COc1cc(Br)c(CCl)cc1OC, CCOC(C)=O, [Cl-], CC(C)(C)OC(=O)CCCOc1cnc(NCc2cc(C(F)(F)F)cc(C(F)(F)F)c2)nc1, [H-], [NH4+], [Na+], CN(C)C=O. As a reaction SMILES: [Br:36][c:37]1[c:38]([CH2:47][Cl:48])[cH:39][c:40]([O:45][CH3:46])[c:41]([O:43][CH3:44])[cH:42]1.[CH3:56][CH2:57][O:58][C:59](=[O:60])[CH3:61].[Cl-:49].[F:1][C:2]([c:3]1[cH:4][c:5]([CH2:6][NH:7][c:8]2[n:9][cH:10][c:11]([O:14][CH2:15][CH2:16][CH2:17][C:18](=[O:19])[O:20][C:21]([CH3:22])([CH3:23])[CH3:24])[cH:12][n:13]2)[cH:25][c:26]([C:28]([F:29])([F:30])[F:31])[cH:27]1)([F:32])[F:33].[H-:34].[NH4+:50].[Na+:35].[O:51]=[CH:52][N:53]([CH3:54])[CH3:55]>>[F:1][C:2]([c:3]1[cH:4][c:5]([CH2:6][N:7]([c:8]2[n:9][cH:10][c:11]([O:14][CH2:15][CH2:16][CH2:17][C:18](=[O:19])[O:20][C:21]([CH3:22])([CH3:23])[CH3:24])[cH:12][n:13]2)[CH2:47][c:38]2[c:37]([Br:36])[cH:42][c:41]([O:43][CH3:44])[c:40]([O:45][CH3:46])[cH:39]2)[cH:25][c:26]([C:28]([F:29])([F:30])[F:31])[cH:27]1)([F:32])[F:33]. Product: COc1cc(Br)c(CN(Cc2cc(C(F)(F)F)cc(C(F)(F)F)c2)c2ncc(OCCCC(=O)OC(C)(C)C)cn2)cc1OC. Run in O (water), O1CCCC1 (tetrahydrofuran), O1CCCC1 (tetrahydrofuran). Product: O[C@@H]1CC[C@@H]2CN(C[C@@H]21)C(=O)OC(C)(C)C (tert-butyl (3aR,4R,6aS)-4-hydroxyhexahydrocyclopenta[c]pyrrole-2(1H)-carboxylate). As a reaction SMILES: [O:1]=[C:2]1[C@@H:9]2[C@@H:5]([CH2:6][N:7]([C:10]([O:12][C:13]([CH3:16])([CH3:15])[CH3:14])=[O:11])[CH2:8]2)[CH2:4][CH2:3]1.OO>O1CCCC1.O>[OH:1][C@H:2]1[C@@H:9]2[C@@H:5]([CH2:6][N:7]([C:10]([O:12][C:13]([CH3:16])([CH3:15])[CH3:14])=[O:11])[CH2:8]2)[CH2:4][CH2:3]1. The reactants are OO (hydrogen peroxide), O=C1CC[C@@H]2CN(C[C@@H]21)C(=O)OC(C)(C)C (tert-butyl (3aR,6aS)-4-oxohexahydrocyclopenta[c]pyrrole-2(1H)-carboxylate), solution, lithium tri-sec-borohydride. Yield: 81.8%. Run at temperature -78 celsius. Reported procedure: Under an inert atmosphere, 1.00 g (4.44 mmol) of tert-butyl (3aR,6aS)-4-oxohexahydrocyclopenta[c]pyrrole-2(1H)-carboxylate is dissolved in 15 mL of anhydrous tetrahydrofuran; the medium is cooled to −78° C. and 6.66 mL (6.66 mmol) of a solution of lithium tri-sec-borohydride (L-Selectride) at 1N in tetrahydrofuran are then added dropwise. The medium is allowed to warm to room temperature over three hours with stirring, and then cooled to 0° C., followed by dropwise addition of 35% aqueous hydrog... Starting materials: CSc1ccc(Br)cc1, [Li]CCCC, C1CCOC1, CCCCCC, CC1(C)C=C(c2ccccc2)C(=O)C1. The product is CSc1ccc(C2(O)CC(C)(C)C=C2c2ccccc2)cc1. Reaction SMILES: [Br:1][c:2]1[cH:3][cH:4][c:5]([S:8][CH3:9])[cH:6][cH:7]1.[CH2:10]([Li:11])[CH2:12][CH2:13][CH3:14].[CH2:35]1[O:36][CH2:37][CH2:38][CH2:39]1.[CH3:15][CH2:16][CH2:17][CH2:18][CH2:19][CH3:20].[CH3:21][C:22]1([CH3:34])[CH:23]=[C:24]([c:28]2[cH:29][cH:30][cH:31][cH:32][cH:33]2)[C:25](=[O:27])[CH2:26]1>>[c:2]1([C:25]2([OH:27])[C:24]([c:28]3[cH:29][cH:30][cH:31][cH:32][cH:33]3)=[CH:23][C:22]([CH3:21])([CH3:34])[CH2:26]2)[cH:3][cH:4][c:5]([S:8][CH3:9])[cH:6][cH:7]1. Starting materials: 1E, BrC1=C2C(C(N(C2=CC=C1)CCCCC)=O)C1=CC2=C(OCO2)C=C1O (4-bromo-3-(6-hydroxy-1,3-benzodioxol-5-yl)-1-pentyl-1,3-dihydro-2H-indol-2-one), BrC1=C2C(C(N(C2=CC=C1)CC1=NC=CC=C1)=O)C=1C(=CC2=C(CCO2)C1)O (4-bromo-3-(6-hydroxy-2,3-dihydro-1-benzofuran-5-yl)-1-(pyridin-2-ylmethyl)-1,3-dihydro-2H-indol-2-one). Yields the product BrC1=C2C(C(N(C2=CC=C1)CC1=NC=CC=C1)=O)(CO)C=1C(=CC2=C(CCO2)C1)O (4-bromo-3-(6-hydroxy-2,3-dihydro-1-benzofuran-5-yl)-3-(hydroxymethyl)-1-(pyridin-2-ylmethyl)-1,3-dihydro-2H-indol-2-one). RXN SMILES: BrC1C=CC=C2C=1C(C1C(O)=CC3OCOC=3C=1)[C:5](=[O:16])N2CCCCC.[Br:27][C:28]1[CH:36]=[CH:35][CH:34]=[C:33]2[C:29]=1[CH:30]([C:45]1[C:46]([OH:54])=[CH:47][C:48]3[O:52][CH2:51][CH2:50][C:49]=3[CH:53]=1)[C:31](=[O:44])[N:32]2[CH2:37][C:38]1[CH:43]=[CH:42][CH:41]=[CH:40][N:39]=1>>[Br:27][C:28]1[CH:36]=[CH:35][CH:34]=[C:33]2[C:29]=1[C:30]([C:45]1[C:46]([OH:54])=[CH:47][C:48]3[O:52][CH2:51][CH2:50][C:49]=3[CH:53]=1)([CH2:5][OH:16])[C:31](=[O:44])[N:32]2[CH2:37][C:38]1[CH:43]=[CH:42][CH:41]=[CH:40][N:39]=1. Reported procedure: Following the procedure as described in PREPARATION 1E, and making non-critical variations to replace 4-bromo-3-(6-hydroxy-1,3-benzodioxol-5-yl)-1-pentyl-1,3-dihydro-2H-indol-2-one with 4-bromo-3-(6-hydroxy-2,3-dihydro-1-benzofuran-5-yl)-1-(pyridin-2-ylmethyl)-1,3-dihydro-2H-indol-2-one, the title compound was obtained (34%): MS (ES+) m/z 468.4 (M+1).